From a dataset of the Open Reaction Database (ORD), a public repository of structured organic reaction records. describe an organic reaction: reactants, conditions, products, and yield The reactants are Cc1ccoc1C, [Na+], CN(C)C=O, [OH-], O, O=P(Cl)(Cl)Cl. The product is Cc1cc(C=O)oc1C. Reaction SMILES: [CH3:6][c:7]1[o:8][cH:9][cH:10][c:11]1[CH3:12].[Na+:14].[O:15]=[CH:16][N:17]([CH3:18])[CH3:19].[OH-:13].[OH2:20].[P:1]([Cl:2])([Cl:3])([Cl:4])=[O:5]>>[CH3:6][c:7]1[o:8][c:9]([CH:16]=[O:15])[cH:10][c:11]1[CH3:12]. Starting materials: Cl.C1(CCCCCCCCC1)N1CCC2(C(NCN2C2=CC=CC=C2)=O)CC1 (8-cyclodecyl-1-phenyl-1,3,8-triaza-spiro[4,5]decan-4-one hydrochloride), BrCC1CC1 (bromomethylcyclopropane). Product: Cl.C1(CCCCCCCCC1)N1CCC2(C(N(CN2C2=CC=CC=C2)CC2CC2)=O)CC1 (8-Cyclodecyl-3-cyclopropylmethyl-1-phenyl-1,3,8-triaza-spiro[4,5]decan-4-one hydrochloride). Reaction SMILES: [ClH:1].[CH:2]1([N:12]2[CH2:28][CH2:27][C:15]3([N:19]([C:20]4[CH:25]=[CH:24][CH:23]=[CH:22][CH:21]=4)[CH2:18][NH:17][C:16]3=[O:26])[CH2:14][CH2:13]2)[CH2:11][CH2:10][CH2:9][CH2:8][CH2:7][CH2:6][CH2:5][CH2:4][CH2:3]1.Br[CH2:30][CH:31]1[CH2:33][CH2:32]1>>[ClH:1].[CH:2]1([N:12]2[CH2:28][CH2:27][C:15]3([N:19]([C:20]4[CH:21]=[CH:22][CH:23]=[CH:24][CH:25]=4)[CH2:18][N:17]([CH2:30][CH:31]4[CH2:33][CH2:32]4)[C:16]3=[O:26])[CH2:14][CH2:13]2)[CH2:11][CH2:10][CH2:9][CH2:8][CH2:7][CH2:6][CH2:5][CH2:4][CH2:3]1 |f:0.1,3.4|. Reported procedure: The title compound, white solid, m. p. 214° C. and MS: m/e=424.3 (M+H+) was prepared in accordance with the general method of example 24 from 8-cyclodecyl-1-phenyl-1,3,8-triaza-spiro[4,5]decan-4-one hydrochloride and bromomethylcyclopropane. The reactants are CN1CCOCC1, CS(=O)(=O)Cl, CCCC[N+](CCCC)(CCCC)CCCC, CCCCCC, O=S(=O)(c1ccc(Cl)cc1)C(CCCCO)c1cc(F)ccc1F, ClCCl, [F-], C1CCOC1. Yields the product O=S(=O)(c1ccc(Cl)cc1)C(CCCCF)c1cc(F)ccc1F. RXN SMILES: [CH3:25][N:26]1[CH2:27][CH2:28][O:29][CH2:30][CH2:31]1.[CH3:32][S:33](=[O:34])(=[O:35])[Cl:36].[CH3:38][CH2:39][CH2:40][CH2:41][N+:42]([CH2:43][CH2:44][CH2:45][CH3:46])([CH2:47][CH2:48][CH2:49][CH3:50])[CH2:51][CH2:52][CH2:53][CH3:54].[CH3:63][CH2:64][CH2:65][CH2:66][CH2:67][CH3:68].[Cl:1][c:2]1[cH:3][cH:4][c:5]([S:8](=[O:9])(=[O:10])[CH:11]([CH2:12][CH2:13][CH2:14][CH2:15][OH:16])[c:17]2[c:18]([F:24])[cH:19][cH:20][c:21]([F:23])[cH:22]2)[cH:6][cH:7]1.[Cl:55][CH2:56][Cl:57].[F-:37].[O:58]1[CH2:59][CH2:60][CH2:61][CH2:62]1>>[Cl:1][c:2]1[cH:3][cH:4][c:5]([S:8](=[O:9])(=[O:10])[CH:11]([CH2:12][CH2:13][CH2:14][CH2:15][F:37])[c:17]2[c:18]([F:24])[cH:19][cH:20][c:21]([F:23])[cH:22]2)[cH:6][cH:7]1. Reactants: CCOC(=O)CCCBr, O=C([O-])[O-], CN(C)C=O, [K+], [K+], CCOC(=O)Cc1ccc(N)cc1, O. The product is CCOC(=O)CCCNc1ccc(CC(=O)OCC)cc1. As a reaction SMILES: [Br:14][CH2:15][CH2:16][CH2:17][C:18](=[O:19])[O:20][CH2:21][CH3:22].[C:23](=[O:24])([O-:25])[O-:26].[CH3:29][N:30]([CH3:31])[CH:32]=[O:33].[K+:27].[K+:28].[NH2:1][c:2]1[cH:3][cH:4][c:5]([CH2:8][C:9](=[O:10])[O:11][CH2:12][CH3:13])[cH:6][cH:7]1.[OH2:34]>>[NH:1]([c:2]1[cH:3][cH:4][c:5]([CH2:8][C:9](=[O:10])[O:11][CH2:12][CH3:13])[cH:6][cH:7]1)[CH2:15][CH2:16][CH2:17][C:18](=[O:19])[O:20][CH2:21][CH3:22].